This data is from the Open Reaction Database (ORD), a public repository of structured organic reaction records. The task is: describe an organic reaction: reactants, conditions, products, and yield Reactants: N1=CC=CC(=C1)C=O (pyridine-5-carboxaldehyde), CC1(OC2=CC=C(C=C2C(C1)(C)C)C#CC1=NC=C(C=C1)C=O)C (2-[(2,2,4,4-tetramethylchroman-6-yl)ethynyl]-pyridine-5-carboxaldehyde), CO (methanol), O.C1(=CC=C(C=C1)S(=O)(=O)O)C (p-toluenesulfonic acid monohydrate). Run in C1=CC=CC=C1 (benzene), O (water). Product: CC1(OC2=CC=C(C=C2C(C1)(C)C)C#CC1=NC=C(C=C1)C(OC)OC)C (2-[(2,2,4,4-tetramethylchroman-6-yl)ethynyl]-5-dimethoxymethylpyridine). RXN SMILES: N1C=C([CH:7]=[O:8])C=CC=1.[CH3:9][C:10]1([CH3:32])[CH2:19][C:18]([CH3:21])([CH3:20])[C:17]2[C:12](=[CH:13][CH:14]=[C:15]([C:22]#[C:23][C:24]3[CH:29]=[CH:28][C:27]([CH:30]=[O:31])=[CH:26][N:25]=3)[CH:16]=2)[O:11]1.CO.O.[C:36]1(C)C=CC(S(O)(=O)=O)=CC=1>O.C1C=CC=CC=1>[CH3:9][C:10]1([CH3:32])[CH2:19][C:18]([CH3:20])([CH3:21])[C:17]2[C:12](=[CH:13][CH:14]=[C:15]([C:22]#[C:23][C:24]3[CH:29]=[CH:28][C:27]([CH:30]([O:8][CH3:7])[O:31][CH3:36])=[CH:26][N:25]=3)[CH:16]=2)[O:11]1 |f:3.4|. Procedure details: A round-bottomed flask is fitted with a Dean-Stark apparatus under a reflux condenser protected by a drying tube. A mixture of 3.58 g (12 mmol) of 2-[2,2,4,4-tetramethyl-chroman-6-yl)-ethynyl]-pyridine-5-carboxaldehyde (Compound 52) 4.80 mg (15 mmol) of anhydrous methanol, 2 mg of p-toluenesulfonic acid monohydrate and 10 ml of anhydrous benzene is placed in the flask and the mixture heated at reflux under nitrogen until close to the theoretical amount of water is collected in the Dean-Stark tra... Starting materials: Cl (hydrochloric acid), [H-].[Na+] (sodium hydride), OC(C(=O)OC)C1=C(C=CC=C1)O/N=C(/C1=CC=C(C=C1)Cl)\C (methyl (E)-α-hydroxy-2-(α-methyl-4-chlorobenzylideneaminooxy)phenylacetate), CI (methyl iodide). Solvent: CN(C=O)C (N,N-dimethylformamide), O (water). Reaction conditions: temperature 0 celsius, time 45 minute. Yields the product COC(C(=O)OC)C1=C(C=CC=C1)O/N=C(/C1=CC=C(C=C1)Cl)\C (methyl (E)-α-methoxy-2-(α-methyl-4-chlorobenzylideneaminooxy)phenylacetate). Isolated yield 74.4%. RXN SMILES: [H-].[Na+].[OH:3][CH:4]([C:9]1[CH:14]=[CH:13][CH:12]=[CH:11][C:10]=1[O:15]/[N:16]=[C:17](\[CH3:25])/[C:18]1[CH:23]=[CH:22][C:21]([Cl:24])=[CH:20][CH:19]=1)[C:5]([O:7][CH3:8])=[O:6].[CH3:26]I.Cl>CN(C)C=O.O>[CH3:26][O:3][CH:4]([C:9]1[CH:14]=[CH:13][CH:12]=[CH:11][C:10]=1[O:15]/[N:16]=[C:17](\[CH3:25])/[C:18]1[CH:19]=[CH:20][C:21]([Cl:24])=[CH:22][CH:23]=1)[C:5]([O:7][CH3:8])=[O:6] |f:0.1|. Procedure: 60% oily sodium hydride (0.20 g, 5.0 mmol) was added to a solution of methyl (E)-α-hydroxy-2-(α-methyl-4-chlorobenzylideneaminooxy)phenylacetate (1.59 g, 4.6 mmol) and methyl iodide (1.95 g, 13.7 mmol) in N,N-dimethylformamide (15 ml) with stirring at 0° C. After 45 minutes, water was added, and the mixture was adjusted to pH 1 with 1N hydrochloric acid, extracted with ether, washed with saturated brine and dried over anhydrous magnesium sulfate. The solvent was evaporated, and the residue was p... Starting materials: C#CC1(O)CCN(C)CC1, C1CCOC1, CCCC[SnH](CCCC)CCCC, Cl[Pd]Cl, c1ccc(P(c2ccccc2)c2ccccc2)cc1, c1ccc(P(c2ccccc2)c2ccccc2)cc1. Reaction SMILES: [C:1](#[CH:2])[C:3]1([OH:10])[CH2:4][CH2:5][N:6]([CH3:9])[CH2:7][CH2:8]1.[CH2:24]1[O:25][CH2:26][CH2:27][CH2:28]1.[CH3:11][CH2:12][CH2:13][CH2:14][SnH:15]([CH2:16][CH2:17][CH2:18][CH3:19])[CH2:20][CH2:21][CH2:22][CH3:23].[Pd:29]([Cl:30])[Cl:31].[c:32]1([P:33]([c:34]2[cH:35][cH:36][cH:37][cH:38][cH:39]2)[c:40]2[cH:41][cH:42][cH:43][cH:44][cH:45]2)[cH:46][cH:47][cH:48][cH:49][cH:50]1.[c:51]1([P:52]([c:53]2[cH:54][cH:55][cH:56][cH:57][cH:58]2)[c:59]2[cH:60][cH:61][cH:62][cH:63][cH:64]2)[cH:65][cH:66][cH:67][cH:68][cH:69]1>>[CH:1](=[CH:2][Sn:15]([CH2:14][CH2:13][CH2:12][CH3:11])([CH2:16][CH2:17][CH2:18][CH3:19])[CH2:20][CH2:21][CH2:22][CH3:23])[C:3]1([OH:10])[CH2:4][CH2:5][N:6]([CH3:9])[CH2:7][CH2:8]1. The product is CCCC[Sn](C=CC1(O)CCN(C)CC1)(CCCC)CCCC. Starting materials: ester, C(COCCO)O (diethylene glycol), CN1CCCC1=O.O (NMP water). Yields the product C(CCCCCCC\C=C/C\C=C/CCCCC)(=O)O (linoleic acid). Reaction SMILES: C(O)CO[CH2:4][CH2:5][OH:6].CN1[C:13](=O)[CH2:12][CH2:11][CH2:10]1.[OH2:15]>>[C:5]([OH:6])(=[O:15])[CH2:4][CH2:13][CH2:12][CH2:11][CH2:10][CH2:10][CH2:11]/[CH:12]=[CH:13]\[CH2:10]/[CH:11]=[CH:12]\[CH2:13][CH2:10][CH2:11][CH2:12][CH3:13] |f:1.2|. Procedure: Adding 0.05 wt% of an ester additive formed by esterfication of a dimer acid of linoleic acid and diethylene glycol to the same NMP/water system and again testing for iron corrosion using PDPS, the corrosion rate was 22 μm/a. Reactants: NN1C(C2=CC=CC=C2C(=N1)N1CCOCC1)=O (2-amino-4-morpholinophthalazin-1(2H)-one), C(C1=CC=CC=C1)OC1=CC=C(C=C1)CC(=O)O (2-[4-(benzyloxy)phenyl]acetic acid). The product is C(C1=CC=CC=C1)OC1=CC=C(C=C1)CC(=O)NN1C(C2=CC=CC=C2C(=N1)N1CCOCC1)=O (2-[4-(benzyloxy)phenyl]-N-[4-(morpholin-4-yl)-1-oxophthalazin-2(1H)-yl]acetamide). Reaction SMILES: [NH2:1][N:2]1[N:11]=[C:10]([N:12]2[CH2:17][CH2:16][O:15][CH2:14][CH2:13]2)[C:9]2[C:4](=[CH:5][CH:6]=[CH:7][CH:8]=2)[C:3]1=[O:18].[CH2:19]([O:26][C:27]1[CH:32]=[CH:31][C:30]([CH2:33][C:34](O)=[O:35])=[CH:29][CH:28]=1)[C:20]1[CH:25]=[CH:24][CH:23]=[CH:22][CH:21]=1>>[CH2:19]([O:26][C:27]1[CH:28]=[CH:29][C:30]([CH2:33][C:34]([NH:1][N:2]2[N:11]=[C:10]([N:12]3[CH2:17][CH2:16][O:15][CH2:14][CH2:13]3)[C:9]3[C:4](=[CH:5][CH:6]=[CH:7][CH:8]=3)[C:3]2=[O:18])=[O:35])=[CH:31][CH:32]=1)[C:20]1[CH:21]=[CH:22][CH:23]=[CH:24][CH:25]=1. Procedure details: The product of Example 1B and 2-[4-(benzyloxy)phenyl]acetic acid were treated using a method similar to that described in Example 111 to give the title compound. 1H NMR (500 MHz, DMSO-d6/Deuterium Oxide) δ ppm 8.30 (dd, J=7.9, 1.2 Hz, 1H), 8.02 (d, J=1.2 Hz, 1H), 7.97-8.00 (m, 1H), 7.89-7.92 (m, 1H), 7.28-7.47 (m, 7H), 6.98-7.00 (m, 2H), 5.10 (s, 2H), 3.75-3.83 (m, 4H), 3.58-3.60 (m, 2H), 3.07-3.13 (m, 4H); MS (ESI−) M/Z 469 (M−H)−. Starting materials: FC1=C(C=C)C=CC=C1 (2-fluorostyrene), C([O-])(O)=O.[Na+] (sodium bicarbonate), ClCC(C(=NO)Cl)=O (3-chloro-N-hydroxy-2-oxo-propanimidoyl chloride). Solvent: C1(=CC=CC=C1)C (toluene). Conditions: temperature 55 celsius, time 2 hour. Product: ClCC(=O)C1=NOC(C1)C1=C(C=CC=C1)F (2-chloro-1-[4,5-dihydro-5-(2-fluorophenyl)-3-isoxazolyl]ethanone). The yield is 85.3%. Reaction SMILES: [F:1][C:2]1[CH:9]=[CH:8][CH:7]=[CH:6][C:3]=1[CH:4]=[CH2:5].C(=O)(O)[O-].[Na+].[Cl:15][CH2:16][C:17](=[O:22])[C:18](Cl)=[N:19][OH:20]>C1(C)C=CC=CC=1>[Cl:15][CH2:16][C:17]([C:18]1[CH2:5][CH:4]([C:3]2[CH:6]=[CH:7][CH:8]=[CH:9][C:2]=2[F:1])[O:20][N:19]=1)=[O:22] |f:1.2|. Procedure details: To a suspension of 2-fluorostyrene (2.78 g, 22.8 mmol) and sodium bicarbonate (2.88 g, 34.2 mmol) in anhydrous toluene (15 mL) heated at 55° C. was added 3-chloro-N-hydroxy-2-oxo-propanimidoyl chloride (1.78 g, 11.4 mmol). After 2 h at 55° C., the reaction mixture was cooled, filtered, and the filtrate was concentrated under reduced pressure. The resulting residue was purified by column chromatography on silica gel using 10% ethyl acetate in hexanes as eluant to provide the title compound as a y... Yields the product NC1=C2C(=NC=N1)N(N=C2)C=2C=C(C=CC2)NS(=O)(=O)C2=CSC=C2 (Thiophene-3-sulfonic acid [3-(4-amino-pyrazolo[3,4-d]pyrimidin-1-yl)-phenyl]-amide). Procedure details: Title compound 11B, 1-(3-amino-phenyl)-1H-pyrazolo[3,4-d]pyrimidin-4-ylamine (39 mg, 1.0 eq, 0.17 mmol), 3-thiophenesulphonylchloride (31 mg, 1.0 eq, 0.17 mmol) and diisopropylethylamine (30 μl, 1.0 eq, 0.17 mmol) were added to DMF (1 ml) and the mixture was stirred for 18 hours at room temperature under an inert atmosphere. Methanol was then added (1 ml) and the solvents were removed in vacuo. The resultant residue was absorbed onto silica and purified by column chromatography using DCM/MeOH (9... RXN SMILES: [NH2:1][C:2]1[CH:3]=[C:4]([N:8]2[C:12]3=[N:13][CH:14]=[N:15][C:16]([NH2:17])=[C:11]3[CH:10]=[N:9]2)[CH:5]=[CH:6][CH:7]=1.[S:18]1[CH:22]=[CH:21][C:20]([S:23](Cl)(=[O:25])=[O:24])=[CH:19]1.C(N(C(C)C)CC)(C)C.CN(C=O)C>CO>[NH2:17][C:16]1[N:15]=[CH:14][N:13]=[C:12]2[N:8]([C:4]3[CH:3]=[C:2]([NH:1][S:23]([C:20]4[CH:21]=[CH:22][S:18][CH:19]=4)(=[O:25])=[O:24])[CH:7]=[CH:6][CH:5]=3)[N:9]=[CH:10][C:11]=12. The yield is 17.6%. The reactants are Title compound 11B, NC=1C=C(C=CC1)N1N=CC=2C1=NC=NC2N (1-(3-amino-phenyl)-1H-pyrazolo[3,4-d]pyrimidin-4-ylamine), S1C=C(C=C1)S(=O)(=O)Cl (3-thiophenesulphonylchloride), C(C)(C)N(CC)C(C)C (diisopropylethylamine), CN(C)C=O (DMF). Run at time 18 hour. The solvent is CO (Methanol). Starting materials: C1(=CC=CC=C1)[Li] (Phenyllithium), C1(CCCC1)OC=1C=C(C=O)C=CC1OC (3-cyclopentyloxy-4-methoxybenz-aldehyde). Run in O1CCCC1 (tetrahydrofuran). Reaction conditions: temperature -78 celsius, time 30 minute. Yields the product C1(=CC=CC=C1)C(C1=CC(=C(C=C1)OC)OC1CCCC1)O (α-Phenyl-3-cyclopentyloxy-4-methoxybenzyl alcohol). Isolated yield 91.9%. Reaction SMILES: [C:1]1([Li])[CH:6]=[CH:5][CH:4]=[CH:3][CH:2]=1.[CH:8]1([O:13][C:14]2[CH:15]=[C:16]([CH:19]=[CH:20][C:21]=2[O:22][CH3:23])[CH:17]=[O:18])[CH2:12][CH2:11][CH2:10][CH2:9]1>O1CCCC1>[C:1]1([CH:17]([OH:18])[C:16]2[CH:19]=[CH:20][C:21]([O:22][CH3:23])=[C:14]([O:13][CH:8]3[CH2:9][CH2:10][CH2:11][CH2:12]3)[CH:15]=2)[CH:6]=[CH:5][CH:4]=[CH:3][CH:2]=1. Procedure details: Phenyllithium (1.8M solution in cyclohexane/diethyl ether, 25.5 milliliters, 46 mmol) was added dropwise over 15 minutes to a stirred solution of 3-cyclopentyloxy-4-methoxybenz-aldehyde (6 grams, 27 mmol) in dry tetrahydrofuran (20 milliliters) at -78° C. The resulting solution was stirred at -78° C. for 30 minutes and quenched at -78° C. by the rapid addition of aqueous saturated NH4Cl (70 milliliters). After warming to room temperature, water was added to dissolve the solids and volatiles were...